Task: describe an organic reaction: reactants, conditions, products, and yield. Dataset: the Open Reaction Database (ORD), a public repository of structured organic reaction records Reactants: CCOC(=O)C1CCc2c(c(=O)c3cccnc3n2-c2cccc(Cl)c2)C1, CCO, Cl, [K+], [OH-], O. Yields the product O=C(O)C1CCc2c(c(=O)c3cccnc3n2-c2cccc(Cl)c2)C1. RXN SMILES: [CH2:1]([CH3:2])[O:3][C:4](=[O:5])[CH:6]1[CH2:7][c:8]2[c:9]([n:10](-[c:19]3[cH:20][c:21]([Cl:25])[cH:22][cH:23][cH:24]3)[c:11]3[n:12][cH:13][cH:14][cH:15][c:16]3[c:17]2=[O:18])[CH2:26][CH2:27]1.[CH3:30][CH2:31][OH:32].[ClH:33].[K+:29].[OH-:28].[OH2:34]>>[O:3]=[C:4]([OH:5])[CH:6]1[CH2:7][c:8]2[c:9]([n:10](-[c:19]3[cH:20][c:21]([Cl:25])[cH:22][cH:23][cH:24]3)[c:11]3[n:12][cH:13][cH:14][cH:15][c:16]3[c:17]2=[O:18])[CH2:26][CH2:27]1.